describe an organic reaction: reactants, conditions, products, and yield From a dataset of the Open Reaction Database (ORD), a public repository of structured organic reaction records. Starting materials: Cl.CN(CCCN=C=NCC)C (1-(3-dimethylaminopropyl)-3-ethylcarbodiimide hydrochloride), FC(C=1C=C(C(=O)N2[C@@H](CN(CC2)CCCC(=O)O)CC2=CNC3=CC=CC=C23)C=C(C1)C(F)(F)F)(F)F ((2R)-1-[3,5-bis(trifluoromethyl)benzoyl]-4-(3-carboxypropyl)-2-(1H-indol-3-yl-methyl)piperazine), N1(CCCCC1)C1CCNCC1 (4-piperidinopiperidine), O.ON1N=NC2=C1C=CC=C2 (1-hydroxybenzotriazole hydrate). The solvent is ClCCl (dichloromethane). Reaction conditions: time 30 minute. Yields the product FC(C=1C=C(C(=O)N2[C@@H](CN(CC2)CCCC(=O)N2CCC(CC2)N2CCCCC2)CC2=CNC3=CC=CC=C23)C=C(C1)C(F)(F)F)(F)F ((2R)-1-[3,5-bis(trifluoromethyl)benzoyl]-4-[3-(4,1'-bipiperidin-1-yl-carbonyl)propyl]-2-(1H-indol-3-yl-methyl)piperazine). RXN SMILES: [F:1][C:2]([F:38])([F:37])[C:3]1[CH:4]=[C:5]([CH:30]=[C:31]([C:33]([F:36])([F:35])[F:34])[CH:32]=1)[C:6]([N:8]1[CH2:13][CH2:12][N:11]([CH2:14][CH2:15][CH2:16][C:17]([OH:19])=O)[CH2:10][C@H:9]1[CH2:20][C:21]1[C:29]2[C:24](=[CH:25][CH:26]=[CH:27][CH:28]=2)[NH:23][CH:22]=1)=[O:7].[N:39]1([CH:45]2[CH2:50][CH2:49][NH:48][CH2:47][CH2:46]2)[CH2:44][CH2:43][CH2:42][CH2:41][CH2:40]1.O.ON1C2C=CC=CC=2N=N1.Cl.CN(C)CCCN=C=NCC>ClCCl>[F:37][C:2]([F:1])([F:38])[C:3]1[CH:4]=[C:5]([CH:30]=[C:31]([C:33]([F:35])([F:34])[F:36])[CH:32]=1)[C:6]([N:8]1[CH2:13][CH2:12][N:11]([CH2:14][CH2:15][CH2:16][C:17]([N:48]2[CH2:49][CH2:50][CH:45]([N:39]3[CH2:44][CH2:43][CH2:42][CH2:41][CH2:40]3)[CH2:46][CH2:47]2)=[O:19])[CH2:10][C@H:9]1[CH2:20][C:21]1[C:29]2[C:24](=[CH:25][CH:26]=[CH:27][CH:28]=2)[NH:23][CH:22]=1)=[O:7] |f:2.3,4.5|. Procedure: To a mixture of (2R)-1-[3,5-bis(trifluoromethyl)benzoyl]-4-(3-carboxypropyl)-2-(1H-indol-3-yl-methyl)piperazine (180 mg), 4-piperidinopiperidine (56 mg) and 1-hydroxybenzotriazole hydrate (45 mg) in dichloromethane (4 ml) was added 1-(3-dimethylaminopropyl)-3-ethylcarbodiimide hydrochloride (64 mg) at ice-bath temperature. After stirring for 30 minutes, the reaction mixture was allowed to warm to room temperature and was stirred for 2 hours and 40 minutes. The reaction mixture was concentrated u... Starting materials: ClC1=C(C(=CC=C1)Cl)CS(=O)(=O)C=1C=C2/C(/C(NC2=CC1)=O)=C/C1=C(C(=C(N1)C)C(=O)O)C (5-[5-(2,6-Dichloro-phenylmethanesulfonyl)-2-oxo-1,2-dihydro-indol-(3Z)-ylidenemethyl]-2,4-dimethyl-1H-pyrrole-3-carboxylic acid), C=1C=CC2=C(C1)N=NN2O (HOBt), CCN=C=NCCCN(C)C.Cl (EDAC.HCl), N1(CCOCC1)CCN (2-morpholin-4-yl-ethylamine), TEA. The solvent is CN(C)C=O (DMF). Reaction conditions: time 6 day. The product is N1(CCOCC1)CCNC(=O)C1=C(NC(=C1C)\C=C\1/C(NC2=CC=C(C=C12)S(=O)(=O)CC1=C(C=CC=C1Cl)Cl)=O)C (5-[5-(2,6-Dichloro-phenylmethanesulfonyl)-2-oxo-1,2-dihydro-indol-(3Z)-ylidenemethyl]-2,4-dimethyl-1H-pyrrole-3-carboxylic acid (2-morpholin-4-yl-ethyl)-amide). RXN SMILES: [Cl:1][C:2]1[CH:7]=[CH:6][CH:5]=[C:4]([Cl:8])[C:3]=1[CH2:9][S:10]([C:13]1[CH:14]=[C:15]2[C:19](=[CH:20][CH:21]=1)[NH:18][C:17](=[O:22])/[C:16]/2=[CH:23]\[C:24]1[NH:28][C:27]([CH3:29])=[C:26]([C:30]([OH:32])=O)[C:25]=1[CH3:33])(=[O:12])=[O:11].C1C=CC2N(O)N=NC=2C=1.CCN=C=NCCCN(C)C.Cl.[N:56]1([CH2:62][CH2:63][NH2:64])[CH2:61][CH2:60][O:59][CH2:58][CH2:57]1>CN(C=O)C>[N:56]1([CH2:62][CH2:63][NH:64][C:30]([C:26]2[C:25]([CH3:33])=[C:24](/[CH:23]=[C:16]3\[C:17](=[O:22])[NH:18][C:19]4[C:15]\3=[CH:14][C:13]([S:10]([CH2:9][C:3]3[C:2]([Cl:1])=[CH:7][CH:6]=[CH:5][C:4]=3[Cl:8])(=[O:11])=[O:12])=[CH:21][CH:20]=4)[NH:28][C:27]=2[CH3:29])=[O:32])[CH2:61][CH2:60][O:59][CH2:58][CH2:57]1 |f:2.3|. Procedure details: To a mixture of 5-[5-(2,6-Dichloro-phenylmethanesulfonyl)-2-oxo-1,2-dihydro-indol-(3Z)-ylidenemethyl]-2,4-dimethyl-1H-pyrrole-3-carboxylic acid (100 mg, 0.19 mmol), HOBt (31 mg, 1.2 eq.), EDAC.HCl (44 mg, 1.2 eq.) and 2-morpholin-4-yl-ethylamine (62 mg, 2.5 eq.) in DMF (2 mL) was added TEA (0.066 mL, 2.5 eq.). After stirring at rt for 6 days, the reaction was concentrated, diluted with DCM, washed with sat. NaHCO3 and water, dried, concentrated and purified on a silica gel column to give the tit... Reactants: CCN=C=NCCCN(C)C, O=C(O)C(CC1CCCCC1)N1CC(Oc2c(F)cccc2F)=CC1=O, ClCCl, CC(C)(O)Cn1ccc(N)n1, On1nnc2ccccc21. Yields the product CC(C)(O)Cn1ccc(NC(=O)C(CC2CCCCC2)N2CC(Oc3c(F)cccc3F)=CC2=O)n1. RXN SMILES: [CH3:27][N:28]([CH3:29])[CH2:30][CH2:31][CH2:32][N:33]=[C:34]=[N:35][CH2:36][CH3:37].[CH:1]1([CH2:7][CH:8]([C:9](=[O:10])[OH:11])[N:12]2[C:13](=[O:26])[CH:14]=[C:15]([O:17][c:18]3[c:19]([F:25])[cH:20][cH:21][cH:22][c:23]3[F:24])[CH2:16]2)[CH2:2][CH2:3][CH2:4][CH2:5][CH2:6]1.[Cl:59][CH2:60][Cl:61].[NH2:48][c:49]1[n:50][n:51]([CH2:54][C:55]([CH3:56])([OH:57])[CH3:58])[cH:52][cH:53]1.[OH:38][n:39]1[c:40]2[cH:41][cH:42][cH:43][cH:44][c:45]2[n:46][n:47]1>>[CH:1]1([CH2:7][CH:8]([C:9](=[O:11])[NH:48][c:49]2[n:50][n:51]([CH2:54][C:55]([CH3:56])([OH:57])[CH3:58])[cH:52][cH:53]2)[N:12]2[C:13](=[O:26])[CH:14]=[C:15]([O:17][c:18]3[c:19]([F:25])[cH:20][cH:21][cH:22][c:23]3[F:24])[CH2:16]2)[CH2:2][CH2:3][CH2:4][CH2:5][CH2:6]1. Reactants: Cl, Nc1ccc(F)c(F)c1, O=N[O-], [Na+], O, Cl[Sn]Cl. Product: NNc1ccc(F)c(F)c1. RXN SMILES: [ClH:17].[F:1][c:2]1[cH:3][c:4]([NH2:5])[cH:6][cH:7][c:8]1[F:9].[N:10]([O-:11])=[O:12].[Na+:13].[OH2:18].[Sn:14]([Cl:15])[Cl:16]>>[F:1][c:2]1[cH:3][c:4]([NH:5][NH2:10])[cH:6][cH:7][c:8]1[F:9]. The reactants are O=C=Nc1ccc(Cl)c(Cl)c1, NC(=O)c1c(Cl)cccc1Cl, [Na], c1ccncc1. Product: O=C(NC(=O)c1c(Cl)cccc1Cl)Nc1ccc(Cl)c(Cl)c1. As a reaction SMILES: [Cl:12][c:13]1[cH:14][c:15]([N:20]=[C:21]=[O:22])[cH:16][cH:17][c:18]1[Cl:19].[NH2:1][C:2](=[O:3])[c:4]1[c:5]([Cl:6])[cH:7][cH:8][cH:9][c:10]1[Cl:11].[Na:23].[cH:24]1[cH:25][cH:26][n:27][cH:28][cH:29]1>>[NH:1]([C:2](=[O:3])[c:4]1[c:5]([Cl:6])[cH:7][cH:8][cH:9][c:10]1[Cl:11])[C:21]([NH:20][c:15]1[cH:14][c:13]([Cl:12])[c:18]([Cl:19])[cH:17][cH:16]1)=[O:22]. Starting materials: [BH4-], Cc1nc2c(OCc3c(Cl)cccc3[N+](=O)[O-])cccn2c1Br, CO, [Na+], Cl[Ni]Cl, O, O, O, O, O, O. The product is Cc1nc2c(OCc3c(N)cccc3Cl)cccn2c1Br. Reaction SMILES: [BH4-:24].[Br:1][c:2]1[c:3]([CH3:23])[n:4][c:5]2[n:6]1[cH:7][cH:8][cH:9][c:10]2[O:11][CH2:12][c:13]1[c:14]([Cl:22])[cH:15][cH:16][cH:17][c:18]1[N+:19]([O-:20])=[O:21].[CH3:35][OH:36].[Na+:25].[Ni:32]([Cl:33])[Cl:34].[OH2:26].[OH2:27].[OH2:28].[OH2:29].[OH2:30].[OH2:31]>>[Br:1][c:2]1[c:3]([CH3:23])[n:4][c:5]2[n:6]1[cH:7][cH:8][cH:9][c:10]2[O:11][CH2:12][c:13]1[c:14]([Cl:22])[cH:15][cH:16][cH:17][c:18]1[NH2:19]. Reactants: C(C)OC(=O)[C@@]1([C@@H](C1)C=C)NC([C@H]1N(C[C@@H](C1)OC1=CC(=NC2=CC(=CC=C12)OC)C1=CC=CC=C1)C(=O)NNCC1=CC=CC=C1)=O ((1R,2S)-1-({(4R)-1-[(2-Benzylhydrazino)carbonyl]4-[(7-methoxy-2-phenylquinolin-4-yl)oxy]-L-prolyl}amino)-2-vinylcyclopropanecarboxylic acid ethyl ester), [Li+].[OH-] (LiOH), Cl (HCl). Solvent: C1CCOC1.CO (THF MeOH). Reaction conditions: time 18 hour. Product: C(C1=CC=CC=C1)NNC(=O)N1[C@H](C(=O)N[C@]2([C@@H](C2)C=C)C(=O)O)C[C@H](C1)OC1=CC(=NC2=CC(=CC=C12)OC)C1=CC=CC=C1 ((1R,2S)-1-({(4R)-1-[(2-benzylhydrazino)carbonyl]-4-[(7-methoxy-2-phenylquinolin-4-yl)oxy]-L-prolyl}amino)-2-vinylcyclopropanecarboxylic acid). The yield is 9.6%. Reaction SMILES: C([O:3][C:4]([C@@:6]1([NH:11][C:12](=[O:48])[C@@H:13]2[CH2:17][C@@H:16]([O:18][C:19]3[C:28]4[C:23](=[CH:24][C:25]([O:29][CH3:30])=[CH:26][CH:27]=4)[N:22]=[C:21]([C:31]4[CH:36]=[CH:35][CH:34]=[CH:33][CH:32]=4)[CH:20]=3)[CH2:15][N:14]2[C:37]([NH:39][NH:40][CH2:41][C:42]2[CH:47]=[CH:46][CH:45]=[CH:44][CH:43]=2)=[O:38])[CH2:8][C@H:7]1[CH:9]=[CH2:10])=[O:5])C.[Li+].[OH-].Cl>C1COCC1.CO>[CH2:41]([NH:40][NH:39][C:37]([N:14]1[CH2:15][C@H:16]([O:18][C:19]2[C:28]3[C:23](=[CH:24][C:25]([O:29][CH3:30])=[CH:26][CH:27]=3)[N:22]=[C:21]([C:31]3[CH:36]=[CH:35][CH:34]=[CH:33][CH:32]=3)[CH:20]=2)[CH2:17][C@H:13]1[C:12]([NH:11][C@:6]1([C:4]([OH:5])=[O:3])[CH2:8][C@H:7]1[CH:9]=[CH2:10])=[O:48])=[O:38])[C:42]1[CH:43]=[CH:44][CH:45]=[CH:46][CH:47]=1 |f:1.2,4.5|. Procedure details: To a solution compound 106 (0.0101 mmol) in THF-MeOH 2:3 (3 ml) was added 1M LiOH 10 equiv. The solution was kept at 50° C. for 18 hrs. After cooling to RT the sample was neutralized with HCl and concentrated to dryness. The crude material was dissolved in DCM (2 ml) and a solution of TFA: TES 1:1 (1 ml) was added. The mixture was stirred for 3 hrs at RT and then concentrated to dryness. The crude material was dissolved in MeOH and purified by Prep LCMS which gave the title compound (0.6 mg). Pu...